Task: describe an organic reaction: reactants, conditions, products, and yield. Dataset: the Open Reaction Database (ORD), a public repository of structured organic reaction records Run in CN(C)C=O (DMF). Reaction SMILES: [NH2:1][C:2]1[C:7]([C:8]#[N:9])=[C:6]([CH:10]2[CH2:15][CH2:14][CH2:13][CH2:12][O:11]2)[C:5]([C:16]#[N:17])=[C:4]([SH:18])[N:3]=1.Cl[CH2:20][C:21]1[CH:22]=[C:23]([CH:27]=[CH:28][CH:29]=1)[C:24]([NH2:26])=[O:25].C(=O)(O)[O-].[Na+].NC1C(C#N)=C(C2CCCCO2)C(C#N)=C(SCC2N=C(C3C=CC(Cl)=CC=3)SC=2)N=1>CN(C=O)C>[NH2:1][C:2]1[N:3]=[C:4]([S:18][CH2:20][C:21]2[CH:22]=[C:23]([CH:27]=[CH:28][CH:29]=2)[C:24]([NH2:26])=[O:25])[C:5]([C:16]#[N:17])=[C:6]([CH:10]2[CH2:15][CH2:14][CH2:13][CH2:12][O:11]2)[C:7]=1[C:8]#[N:9] |f:2.3|. Procedure details: 50 mg (0.14 mmol) of the compound from Example 31A, 36 mg (0.21 mmol) of 3-(chloromethyl)benzamide and 48 mg (0.58 mmol) of sodium bicarbonate in 2.0 ml of dry DMF are reacted analogously to the preparation of the compound of Example 14. The product is NC1=C(C(=C(C(=N1)SCC=1C=C(C(=O)N)C=CC1)C#N)C1OCCCC1)C#N (rac-3-({[6-Amino-3,5-dicyano-4-(tetrahydro-2H-pyran-2-yl)pyridin-2-yl]sulfanyl}methyl)benzamide). Starting materials: NC1=NC(=C(C(=C1C#N)C1OCCCC1)C#N)S (2-Amino-6-mercapto-4-(tetrahydro-2H-pyran-2-yl)pyridine-3,5-dicarbonitrile), ClCC=1C=C(C(=O)N)C=CC1 (3-(chloromethyl)benzamide), C([O-])(O)=O.[Na+] (sodium bicarbonate), NC1=NC(=C(C(=C1C#N)C1OCCCC1)C#N)SCC=1N=C(SC1)C1=CC=C(C=C1)Cl (rac-2-Amino-6-({[2-(4-chlorophenyl)-1,3-thiazol-4-yl]methyl}thio)-4-(tetrahydro-2H-pyran-2-yl)-pyridine-3,5-dicarbonitrile). Starting materials: CC(=O)CC(C)C, Fc1ccc(C(CCCCl)c2ccc(F)cc2)cc1, CC(=O)Cn1c(=O)n(C2CCNCC2)c2ccc(Cl)cc21, [I-], [K+], [Na+], [Na+], O=C([O-])[O-], O. Yields the product CC(=O)Cn1c(=O)n(C2CCN(CCCC(c3ccc(F)cc3)c3ccc(F)cc3)CC2)c2ccc(Cl)cc21. Reaction SMILES: [CH3:50][CH:51]([CH3:52])[CH2:53][C:54](=[O:55])[CH3:56].[Cl:1][CH2:2][CH2:3][CH2:4][CH:5]([c:6]1[cH:7][cH:8][c:9]([F:12])[cH:10][cH:11]1)[c:13]1[cH:14][cH:15][c:16]([F:19])[cH:17][cH:18]1.[Cl:20][c:21]1[cH:22][c:23]2[c:24]([n:25]([CH:33]3[CH2:34][CH2:35][NH:36][CH2:37][CH2:38]3)[c:26](=[O:32])[n:27]2[CH2:28][C:29]([CH3:30])=[O:31])[cH:39][cH:40]1.[I-:48].[K+:47].[Na+:41].[Na+:42].[O-:43][C:44](=[O:45])[O-:46].[OH2:49]>>[CH2:2]([CH2:3][CH2:4][CH:5]([c:6]1[cH:7][cH:8][c:9]([F:12])[cH:10][cH:11]1)[c:13]1[cH:14][cH:15][c:16]([F:19])[cH:17][cH:18]1)[N:36]1[CH2:35][CH2:34][CH:33]([n:25]2[c:24]3[c:23]([cH:22][c:21]([Cl:20])[cH:40][cH:39]3)[n:27]([CH2:28][C:29]([CH3:30])=[O:31])[c:26]2=[O:32])[CH2:38][CH2:37]1. Reactants: NC1=NC=NC(=C1C(=O)N)N1CCC(CC1)C=1N(C=C(N1)C1=CC(=C(C=C1)F)C(F)(F)F)C (4-Amino-6-{4-[4-(4-fluoro-3-trifluoromethyl-phenyl)-1-methyl-1H-imidazol-2-yl]-piperidin-1-yl}-pyrimidine-5-carboxamide), NC1=NC=NC(=C1C#N)N1CCC(CC1)C=1N(C=C(N1)C1=CC(=C(C=C1)F)C(F)(F)F)CCNC(CC)(C)C (4-Amino-6-{4-[1-[2-(1,1-dimethyl-propylamino)-ethyl]-4-(4-fluoro-3-trifluoromethyl-phenyl)-1H-imidazol-2-yl]-piperidin-1-yl}-pyrimidine-5-carbonitrile). Product: NC1=NC=NC(=C1C(=O)N)N1CCC(CC1)C=1N(C=C(N1)C1=CC(=C(C=C1)F)C(F)(F)F)CCNC(CC)(C)C (4-Amino-6-{4-[1-[2-(1,1-dimethyl-propylamino)-ethyl]-4-(4-fluoro-3-trifluoromethyl-phenyl)-1H-imidazol-2-yl]-piperidin-1-yl}-pyrimidine-5-carboxylic acid amide). Reaction SMILES: [NH2:1][C:2]1[C:7]([C:8]([NH2:10])=[O:9])=[C:6]([N:11]2[CH2:16][CH2:15][CH:14]([C:17]3[N:18]([CH3:33])[CH:19]=[C:20]([C:22]4[CH:27]=[CH:26][C:25]([F:28])=[C:24]([C:29]([F:32])([F:31])[F:30])[CH:23]=4)[N:21]=3)[CH2:13][CH2:12]2)[N:5]=[CH:4][N:3]=1.NC1C(C#N)=C(N2CCC(C3N(C[CH2:66][NH:67][C:68]([CH3:72])([CH3:71])[CH2:69][CH3:70])C=C(C4C=CC(F)=C(C(F)(F)F)C=4)N=3)CC2)N=CN=1>>[NH2:1][C:2]1[C:7]([C:8]([NH2:10])=[O:9])=[C:6]([N:11]2[CH2:16][CH2:15][CH:14]([C:17]3[N:18]([CH2:33][CH2:66][NH:67][C:68]([CH3:72])([CH3:71])[CH2:69][CH3:70])[CH:19]=[C:20]([C:22]4[CH:27]=[CH:26][C:25]([F:28])=[C:24]([C:29]([F:32])([F:31])[F:30])[CH:23]=4)[N:21]=3)[CH2:13][CH2:12]2)[N:5]=[CH:4][N:3]=1. Reported procedure: The title compound was prepared in an analogous manner as 4-Amino-6-{4-[4-(4-fluoro-3-trifluoromethyl-phenyl)-1-methyl-1H-imidazol-2-yl]-piperidin-1-yl}-pyrimidine-5-carboxamide using 4-Amino-6-{4-[1-[2-(1,1-dimethyl-propylamino)-ethyl]-4-(4-fluoro-3-trifluoromethyl-phenyl)-1H-imidazol-2-yl]-piperidin-1-yl}-pyrimidine-5-carbonitrile instead of 4-amino-6-(4-{4-[4-fluoro-3-(trifluoromethyl)phenyl]-1-methyl-1H-imidazol-2-yl}piperidin-1-yl)pyrimidine-5-carbonitrile. LC-MS: (M+1=563, obsd.=563). Reactants: C(=O)([O-])[O-].[K+].[K+] (K2CO3), OC=1C(=CC=2CC[C@H]3[C@@H]4CC[C@@H]([C@@]4(C)CC[C@@H]3C2C1)OCC1=CC=CC=C1)OCC1=CC=CC=C1 (2-Hydroxy-3,17β-Dibenzyloxyestra-1,3,5(10)-Triene), C(F)(F)(F)CI (CF3CH2I), C(=O)([O-])[O-].[K+].[K+] (K2CO3), C(F)(F)(F)CI (CF3CH2I). The solvent is CN(C)C=O (DMF). Conditions: temperature 110 celsius. Product: FC(COC=1C(=CC=2CC[C@H]3[C@@H]4CC[C@@H]([C@@]4(C)CC[C@@H]3C2C1)OCC1=CC=CC=C1)OCC1=CC=CC=C1)(F)F (2-(2',2',2'-Trifluoroethoxy)-3,17β-Dibenzyloxyestra-1,3,5(10)-Triene). The yield is 96.1%. Reaction SMILES: C([O-])([O-])=O.[K+].[K+].[OH:7][C:8]1[C:9]([O:34][CH2:35][C:36]2[CH:41]=[CH:40][CH:39]=[CH:38][CH:37]=2)=[CH:10][C:11]2[CH2:12][CH2:13][C@@H:14]3[C@@H:23]([C:24]=2[CH:25]=1)[CH2:22][CH2:21][C@@:19]1([CH3:20])[C@H:15]3[CH2:16][CH2:17][C@@H:18]1[O:26][CH2:27][C:28]1[CH:33]=[CH:32][CH:31]=[CH:30][CH:29]=1.[C:42]([CH2:46]I)([F:45])([F:44])[F:43]>CN(C=O)C>[F:43][C:42]([F:45])([F:44])[CH2:46][O:7][C:8]1[C:9]([O:34][CH2:35][C:36]2[CH:41]=[CH:40][CH:39]=[CH:38][CH:37]=2)=[CH:10][C:11]2[CH2:12][CH2:13][C@@H:14]3[C@@H:23]([C:24]=2[CH:25]=1)[CH2:22][CH2:21][C@@:19]1([CH3:20])[C@H:15]3[CH2:16][CH2:17][C@@H:18]1[O:26][CH2:27][C:28]1[CH:33]=[CH:32][CH:31]=[CH:30][CH:29]=1 |f:0.1.2|. Procedure: Powdered K2CO3 (1.5 g, 11 mmol) was added to a solution of estradiol (6) (4.0 g, 8.5 mmol) in anhydrous DMF (50 mL) followed by dropwise addition of CF3CH2I (5.0 mL, 51 mmol) at room temperature. The resulting reaction mixture was heated at 110° C. for 3 h. Additional K2CO3 (2.5 g) and CF3CH2I (6 mL) were added, and the mixture was heated again at 130° C. for 2 h. The mixture was cooled in an ice bath and poured onto ice cold 3N HCl (125 mL). The aqueous layer was extracted with ether (2×200 mL)...